From a dataset of the Open Reaction Database (ORD), a public repository of structured organic reaction records. describe an organic reaction: reactants, conditions, products, and yield Starting materials: CCO, CO, O=[N+]([O-])c1cnc(Cl)nc1Cl, NCCO. Product: O=[N+]([O-])c1cnc(Cl)nc1NCCO. RXN SMILES: [CH3:16][CH2:17][OH:18].[CH3:19][OH:20].[Cl:1][c:2]1[n:3][cH:4][c:5]([N+:9](=[O:10])[O-:11])[c:6]([Cl:8])[n:7]1.[NH2:12][CH2:13][CH2:14][OH:15]>>[Cl:1][c:2]1[n:3][cH:4][c:5]([N+:9](=[O:10])[O-:11])[c:6]([NH:12][CH2:13][CH2:14][OH:15])[n:7]1.